Dataset: the Open Reaction Database (ORD), a public repository of structured organic reaction records. Task: describe an organic reaction: reactants, conditions, products, and yield The reactants are CON(C(\C=C\C1=CC=CC2=C1CCO2)=O)C ((trans)-N-methoxy-N-methyl-3-(2,3-dihydrobenzofuran-4-yl)propenamide), [NH4+].[Cl-] (NH4Cl), [I-].C[S+](=O)(C)C (Trimethylsulfoxonium iodide), [H-].[Na+] (sodium hydride). The solvent is CN(C)C=O (DMF), CN(C)C=O (DMF). Run at time 3 hour. Product: CON(C(=O)[C@H]1[C@@H](C1)C1=CC=CC2=C1CCO2)C ((±)-(trans)-N-Methoxy-N-methyl-2-(2,3-dihydrobenzofuran-4- yl)cyclopropanecarboxamide). RXN SMILES: [I-].[CH3:2][S+](C)(C)=O.[H-].[Na+].[CH3:9][O:10][N:11]([CH3:25])[C:12](=[O:24])/[CH:13]=[CH:14]/[C:15]1[C:20]2[CH2:21][CH2:22][O:23][C:19]=2[CH:18]=[CH:17][CH:16]=1.[NH4+].[Cl-]>CN(C=O)C>[CH3:9][O:10][N:11]([CH3:25])[C:12]([C@@H:13]1[CH2:2][C@H:14]1[C:15]1[C:20]2[CH2:21][CH2:22][O:23][C:19]=2[CH:18]=[CH:17][CH:16]=1)=[O:24] |f:0.1,2.3,5.6|. Procedure details: Trimethylsulfoxonium iodide (9.9 g, 45 mmol) was added in small portions to a suspension of sodium hydride (1.8 g, 45 mmol) in DMF (120 mL). After the foaming had subsided (10 min), a solution of (trans)-N-methoxy-N-methyl-3-(2,3-dihydrobenzofuran-4-yl)propenamide (3.5 g, 15 mmol) in DMF (60 mL) was added dropwise, with the temperature maintained between 35°-40° C. The mixture was stirred for 3 h at room temperature. Saturated NH4Cl (50 mL) was added dropwise and the mixture was extracted three ... Reactants: C(C(=O)Cl)(=O)Cl (oxalyl chloride), CC1=CC(=NN1CC(=O)N1CCC(CC1)C=1SC=C(N1)C(=O)O)C(F)(F)F (2-[1-[[5-methyl-3-(trifluoromethyl)-1H-pyrazol-1-yl]acetyl]-4-piperidinyl]-4-thiazolecarboxylic acid), CC1=CC(=NN1CC(=O)N1CCC(CC1)C=1SC=C(N1)C(=O)O)C(F)(F)F (2-[1-[[5-methyl-3-(trifluoromethyl)-1H-pyrazol-1-yl]acetyl]-4-piperidinyl]-4-thiazolecarboxylic acid). Reagents/catalysts: CN(C=O)C (N,N-dimethyl-formamide). The solvent is ClCCl (dichloromethane), ClCCl (dichloromethane). Reaction conditions: temperature -10 celsius, time 30 minute. Product: CC1=CC(=NN1CC(=O)N1CCC(CC1)C=1SC=C(N1)C(=O)Cl)C(F)(F)F (2-[1-[[5-methyl-3-(trifluoromethyl)-1H-pyrazol-1-yl]acetyl]-4-piperidinyl]-4-thiazolecarbonyl chloride). Yield: 99.6%. Reaction SMILES: [CH3:1][C:2]1[N:6]([CH2:7][C:8]([N:10]2[CH2:15][CH2:14][CH:13]([C:16]3[S:17][CH:18]=[C:19]([C:21](O)=[O:22])[N:20]=3)[CH2:12][CH2:11]2)=[O:9])[N:5]=[C:4]([C:24]([F:27])([F:26])[F:25])[CH:3]=1.C(Cl)(=O)C([Cl:31])=O>ClCCl.CN(C)C=O>[CH3:1][C:2]1[N:6]([CH2:7][C:8]([N:10]2[CH2:15][CH2:14][CH:13]([C:16]3[S:17][CH:18]=[C:19]([C:21]([Cl:31])=[O:22])[N:20]=3)[CH2:12][CH2:11]2)=[O:9])[N:5]=[C:4]([C:24]([F:27])([F:26])[F:25])[CH:3]=1. Reported procedure: A stirred solution of 2-[1-[[5-methyl-3-(trifluoromethyl)-1H-pyrazol-1-yl]acetyl]-4-piperidinyl]-4-thiazolecarboxylic acid (2.55 g, 5.87 mmol) (i.e. the product of Example 2, Step C) in dichloromethane (100 mL) was cooled to −10° C., and 1 drop of N,N-dimethyl-formamide was added. A solution of oxalyl chloride (0.60 mL, 6.8 mmol) in dichloromethane (10 mL) was added dropwise to the stirred reaction mixture. The reaction mixture was stirred at −10° C. for 30 minutes more, and then allowed to warm... Reactants: NC=1C=C(C=CC1Cl)O (3-amino-4-chlorophenol), C(C)OC(C(C(C)=O)CC1=CC=C(C=C1)Cl)=O (2-(4-chlorobenzyl)-3-oxobutyric acid ethyl ester), C1(=CC=C(C=C1)S(=O)(=O)O)C (toluene-4-sulfonic acid). Conditions: temperature 160 celsius. The product is ClC=1C=CC(=C2C(C(=C(NC12)C)CC1=CC=C(C=C1)Cl)=O)O (8-chloro-3-(4-chlorobenzyl)-5-hydroxy-2-methyl-1H-quinolin-4-one). Reaction SMILES: [NH2:1][C:2]1[CH:3]=[C:4]([OH:9])[CH:5]=[CH:6][C:7]=1[Cl:8].C([O:12][C:13](=O)[CH:14]([CH2:18][C:19]1[CH:24]=[CH:23][C:22]([Cl:25])=[CH:21][CH:20]=1)[C:15](=O)[CH3:16])C.C1(C)C=CC(S(O)(=O)=O)=CC=1>>[Cl:8][C:7]1[CH:6]=[CH:5][C:4]([OH:9])=[C:3]2[C:2]=1[NH:1][C:15]([CH3:16])=[C:14]([CH2:18][C:19]1[CH:20]=[CH:21][C:22]([Cl:25])=[CH:23][CH:24]=1)[C:13]2=[O:12]. Reported procedure: A mixture of 3-amino-4-chlorophenol (2.5 g), 2-(4-chlorobenzyl)-3-oxobutyric acid ethyl ester (4.7 g) and toluene-4-sulfonic acid (0.3 g) was heated at 160° C. under nitrogen for 10 hours. The mixture was cooled to room temperature and the residue triturated with methanol and then crystallised from butan-1-ol to afford a beige powder. Purification by column chromatography on silica gel, eluting with a mixture of ethyl acetate and dichloromethane (0:1 to 1:0 by volume) gave title compound as a ye... Starting materials: C1=CC=C(C=C1)/C=C/C(=O)O (t-cinnamic acid), C1=CC(=CC=C1O)C (p-cresol). Product: CC=1C=CC2=C(C(CC(O2)=O)C2=CC=CC=C2)C1 (3,4-Dihydro-6-methyl-4-phenyl-2H-benzopyran-2-one). Reaction SMILES: [CH:1]1[CH:6]=[CH:5][C:4](/[CH:7]=[CH:8]/[C:9](O)=[O:10])=[CH:3][CH:2]=1.[CH:12]1[C:17]([OH:18])=[CH:16][CH:15]=[C:14]([CH3:19])[CH:13]=1>>[CH3:19][C:14]1[CH:13]=[CH:12][C:17]2[O:18][C:9](=[O:10])[CH2:8][CH:7]([C:4]3[CH:5]=[CH:6][CH:1]=[CH:2][CH:3]=3)[C:16]=2[CH:15]=1. Procedure details: retention times are: t-cinnamic acid=3.3 min., p-cresol=4.2 min. and the title compound=20.3 min.) or TLC (acetone/cyclohexane (20/80), acetic acid (0.5%); wavelength=254 nm) usually 6 hours. When the reaction is complete the mixture is cooled to 100° and added to a prewarmed separatory funnel (500 mL). The bottom layer containing the sulfuric acid is removed and toluene (280 mL), water (50 mL) and potassium carbonate (47%, 10 mL) are added to the separatory funnel containing the crude product. ...